This data is from the Open Reaction Database (ORD), a public repository of structured organic reaction records. The task is: describe an organic reaction: reactants, conditions, products, and yield Starting materials: ClC=1C=C(N)C=CC1SC=1N(C=CN1)C (3-chloro-4-[(1-methyl-1H-imidazol-2-yl)sulfanyl]aniline), Cl.N1=CC=CC=C1 (pyridine hydrochloride), ClC1=C2C(=NC=C1C#N)SC=C2 (4-chlorothieno[2,3-b]pyridine-5-carbonitrile). Solvent: C(C)OCCO (2-ethoxyethanol). Product: ClC=1C=C(C=CC1SC=1N(C=CN1)C)NC1=C2C(=NC=C1C#N)SC=C2 (4-[(3-chloro-4-[(1-methyl-1H-imidazol-2-yl)thio]phenyl)amino]thieno[2,3-b]pyridine-5-carbonitrile). Isolated yield 26.6%. RXN SMILES: [Cl:1][C:2]1[CH:3]=[C:4]([CH:6]=[CH:7][C:8]=1[S:9][C:10]1[N:11]([CH3:15])[CH:12]=[CH:13][N:14]=1)[NH2:5].Cl.N1C=CC=CC=1.Cl[C:24]1[C:29]([C:30]#[N:31])=[CH:28][N:27]=[C:26]2[S:32][CH:33]=[CH:34][C:25]=12>C(OCCO)C>[Cl:1][C:2]1[CH:3]=[C:4]([NH:5][C:24]2[C:29]([C:30]#[N:31])=[CH:28][N:27]=[C:26]3[S:32][CH:33]=[CH:34][C:25]=23)[CH:6]=[CH:7][C:8]=1[S:9][C:10]1[N:11]([CH3:15])[CH:12]=[CH:13][N:14]=1 |f:1.2|. Procedure: A mixture of (3-chloro-4-[(1-methyl-1H-imidazol-2-yl)sulfanyl]aniline (135 mg, 0.57 mmol), pyridine hydrochloride (66 mg, 0.57 mmol) and 4-chlorothieno[2,3-b]pyridine-5-carbonitrile (0.1 g, 0.52 mmol) in 4 mL of 2-ethoxyethanol is heated at reflux for 24 hours. The solution is cooled and the solvent is evaporated. The resultant residue is treated with a minimum amount of methanol and the product is purified by flash column chromatography eluting with 3% methanol in dichloromethane. The fractions...